From a dataset of the Open Reaction Database (ORD), a public repository of structured organic reaction records. describe an organic reaction: reactants, conditions, products, and yield The reactants are CO, CCO, CC(C)O, Clc1cc(-c2ccccc2)c2ccccc2n1, NN, O. Product: NNc1cc(-c2ccccc2)c2ccccc2n1. RXN SMILES: [CH3:21][OH:22].[CH3:23][CH2:24][OH:25].[CH3:26][CH:27]([OH:28])[CH3:29].[Cl:1][c:2]1[n:3][c:4]2[cH:5][cH:6][cH:7][cH:8][c:9]2[c:10](-[c:12]2[cH:13][cH:14][cH:15][cH:16][cH:17]2)[cH:11]1.[NH2:19][NH2:20].[OH2:18]>>[c:2]1([NH:19][NH2:20])[n:3][c:4]2[cH:5][cH:6][cH:7][cH:8][c:9]2[c:10](-[c:12]2[cH:13][cH:14][cH:15][cH:16][cH:17]2)[cH:11]1. Reactants: FC1=CC=C(C=C1)NC(NC1=CC=C(C=C1)C=1C=C2CN(C(C2=CC1)=O)[C@H](C(=O)O)C(C)C)=O ((S)-2-(5-(4-(3-(4-Fluorophenyl)ureido)phenyl)-1-oxoisoindolin-2-yl)-3-methylbutanoic acid), FC1=C(C=CC(=C1)F)NC(NC1=CC=C(C=C1)C=1C=C2CN(C(C2=CC1)=O)[C@H](C(=O)OC)C(C)C)=O ((S)-Methyl 2-(5-(4-(3-(2,4-difluorophenyl)ureido)phenyl)-1-oxoisoindolin-2-yl)-3-methylbutanoate). The product is FC1=C(C=CC(=C1)F)NC(NC1=CC=C(C=C1)C=1C=C2CN(C(C2=CC1)=O)[C@H](C(=O)O)C(C)C)=O ((S)-2-(5-(4-(3-(2,4-Difluorophenyl)ureido)phenyl)-1-oxoisoindolin-2-yl)-3-methylbutanoic acid). The yield is 89.0%. Reaction SMILES: FC1C=CC(NC(=O)NC2C=CC(C3C=C4C(=CC=3)C(=O)N([C@@H](C(C)C)C(O)=O)C4)=CC=2)=CC=1.[F:35][C:36]1[CH:41]=[C:40]([F:42])[CH:39]=[CH:38][C:37]=1[NH:43][C:44](=[O:70])[NH:45][C:46]1[CH:51]=[CH:50][C:49]([C:52]2[CH:53]=[C:54]3[C:58](=[CH:59][CH:60]=2)[C:57](=[O:61])[N:56]([C@@H:62]([CH:67]([CH3:69])[CH3:68])[C:63]([O:65]C)=[O:64])[CH2:55]3)=[CH:48][CH:47]=1>>[F:35][C:36]1[CH:41]=[C:40]([F:42])[CH:39]=[CH:38][C:37]=1[NH:43][C:44](=[O:70])[NH:45][C:46]1[CH:51]=[CH:50][C:49]([C:52]2[CH:53]=[C:54]3[C:58](=[CH:59][CH:60]=2)[C:57](=[O:61])[N:56]([C@@H:62]([CH:67]([CH3:68])[CH3:69])[C:63]([OH:65])=[O:64])[CH2:55]3)=[CH:48][CH:47]=1. Procedure: The compound of example 237 was prepared analogous to compound of example 225 by hydrolysis of compound of example 236. The reactants are CC(=O)[O-], CC(=O)[O-], Cc1ccc(C)cc1, CS(C)=O, N#Cc1ccccc1Cl, [Na+], [Na+], O=C([O-])[O-], O, OCCN(CCO)CCO, [Pd+2], Cc1ccc(B(O)O)cc1. Yields the product Cc1ccc(-c2ccccc2C#N)cc1. As a reaction SMILES: [C:49]([O-:50])(=[O:51])[CH3:52].[C:54]([O-:55])(=[O:56])[CH3:57].[CH3:26][c:27]1[cH:28][cH:29][c:30]([CH3:31])[cH:32][cH:33]1.[CH3:45][S:46]([CH3:47])=[O:48].[Cl:1][c:2]1[c:3]([C:4]#[N:5])[cH:6][cH:7][cH:8][cH:9]1.[Na+:20].[Na+:21].[O-:22][C:23](=[O:24])[O-:25].[OH2:44].[OH:34][CH2:35][CH2:36][N:37]([CH2:38][CH2:39][OH:40])[CH2:41][CH2:42][OH:43].[Pd+2:53].[c:10]1([CH3:19])[cH:11][cH:12][c:13]([B:16]([OH:17])[OH:18])[cH:14][cH:15]1>>[c:2]1(-[c:13]2[cH:12][cH:11][c:10]([CH3:19])[cH:15][cH:14]2)[c:3]([C:4]#[N:5])[cH:6][cH:7][cH:8][cH:9]1. Reactants: N1(C=NC=C1)CCOC=1C=C(C=CC1)NC1=NC=CC(=N1)C=1SC=CC1 (N-[3-[2-(1H-imidazol-1-yl)ethoxy]phenyl]-4-(2-thienyl)-2-pyrimidinamine), S(O)(O)(=O)=O (sulfuric acid). Run in C(C)O (ethyl alcohol), C(C)O (ethyl alcohol). The product is S(=O)(=O)(O)O.N1(C=NC=C1)CCOC=1C=C(C=CC1)NC1=NC=CC(=N1)C=1SC=CC1 (N-[3-[2-(1H-Imidazol-1-yl)ethoxy]phenyl]-4-(2-thienyl)-2-pyrimidinamine sulfate). As a reaction SMILES: [N:1]1([CH2:6][CH2:7][O:8][C:9]2[CH:10]=[C:11]([NH:15][C:16]3[N:21]=[C:20]([C:22]4[S:23][CH:24]=[CH:25][CH:26]=4)[CH:19]=[CH:18][N:17]=3)[CH:12]=[CH:13][CH:14]=2)[CH:5]=[CH:4][N:3]=[CH:2]1.[S:27](=[O:31])(=[O:30])([OH:29])[OH:28]>C(O)C>[S:27]([OH:31])([OH:30])(=[O:29])=[O:28].[N:1]1([CH2:6][CH2:7][O:8][C:9]2[CH:10]=[C:11]([NH:15][C:16]3[N:21]=[C:20]([C:22]4[S:23][CH:24]=[CH:25][CH:26]=4)[CH:19]=[CH:18][N:17]=3)[CH:12]=[CH:13][CH:14]=2)[CH:5]=[CH:4][N:3]=[CH:2]1 |f:3.4|. Procedure details: To a solution of 1.0 g of N-[3-[2-(1H-imidazol-1-yl)ethoxy]phenyl]-4-(2-thienyl)-2-pyrimidinamine in 10 ml of hot ethyl alcohol is added 5 ml of ethyl alcohol containing 0.27 g of sulfuric acid. Crystals begin to form and the reaction mixture is cooled. The solid is collected by filtration, washed with ethyl alcohol and dried to afford the desired product. As a reaction SMILES: [CH2:43]([Cl:44])[Cl:45].[CH3:23][O:24][C:25]([C:26](=[CH2:27])[c:28]1[cH:29][c:30]([NH:34][C:35](=[O:36])[O:37][C:38]([CH3:39])([CH3:40])[CH3:41])[cH:31][cH:32][cH:33]1)=[O:42].[CH:14]([N:15]([CH2:16][CH3:17])[CH:18]([CH3:19])[CH3:20])([CH3:21])[CH3:22].[c:1]1([CH2:7][CH2:8][CH2:9][CH2:10][PH:11]([OH:12])=[O:13])[cH:2][cH:3][cH:4][cH:5][cH:6]1>>[c:1]1([CH2:7][CH2:8][CH2:9][CH2:10][P:11]([OH:12])(=[O:13])[CH2:27][CH:26]([C:25]([O:24][CH3:23])=[O:42])[c:28]2[cH:29][c:30]([NH:34][C:35](=[O:36])[O:37][C:38]([CH3:39])([CH3:40])[CH3:41])[cH:31][cH:32][cH:33]2)[cH:2][cH:3][cH:4][cH:5][cH:6]1. Starting materials: ClCCl, C=C(C(=O)OC)c1cccc(NC(=O)OC(C)(C)C)c1, CCN(C(C)C)C(C)C, O=[PH](O)CCCCc1ccccc1. Yields the product COC(=O)C(CP(=O)(O)CCCCc1ccccc1)c1cccc(NC(=O)OC(C)(C)C)c1.